Dataset: the Open Reaction Database (ORD), a public repository of structured organic reaction records. Task: describe an organic reaction: reactants, conditions, products, and yield The reactants are BrCC(CC1C=CC=C1)(C)CCl (2-Bromomethyl-2-chloromethyl-1-cyclopentadienyl-propane), C1=CC=C(C=C1)[P-]C2=CC=CC=C2.[K+] (potassium diphenylphosphide), [Li]CCCC (n-BuLi), [C-]1=CC=CC=2PC3=C(C21)C=CC=C3.[Li+] (lithium dibenzophospholide). Solvent: C1CCOC1 (THF), O (water). Product: C1(C=CC=C1)CC(C)(CP(C1=CC=CC=C1)C1=CC=CC=C1)CP1C2=C(C3=C1C=CC=C3)C=CC=C2 (1-Cyclopentadienyl-2-(5-dibenzophospholylmethyl)-2-(diphenylphosphinomethyl)propane). As a reaction SMILES: Br[CH2:2][C:3]([CH2:11]Cl)([CH3:10])[CH2:4][CH:5]1[CH:9]=[CH:8][CH:7]=[CH:6]1.[Li]CCCC.[C-:18]1[C:26]2[C:25]3[CH:27]=[CH:28][CH:29]=[CH:30][C:24]=3[PH:23][C:22]=2[CH:21]=[CH:20][CH:19]=1.[Li+].[CH:32]1[CH:37]=[CH:36][C:35]([P-:38][C:39]2[CH:44]=[CH:43][CH:42]=[CH:41][CH:40]=2)=[CH:34][CH:33]=1.[K+]>C1COCC1.O>[CH:5]1([CH2:4][C:3]([CH2:2][P:23]2[C:24]3[CH:30]=[CH:29][CH:28]=[CH:27][C:25]=3[C:26]3[CH:18]=[CH:19][CH:20]=[CH:21][C:22]2=3)([CH2:11][P:38]([C:39]2[CH:40]=[CH:41][CH:42]=[CH:43][CH:44]=2)[C:35]2[CH:36]=[CH:37][CH:32]=[CH:33][CH:34]=2)[CH3:10])[CH:9]=[CH:8][CH:7]=[CH:6]1 |f:2.3,4.5|. Procedure: In a 250 ml Schlenk tube fitted with a septum, 1.58 g (6.31 mmol) of 12 were dissolved in 50 ml of THF, deprotonated at 0° C. by addition of 2.75 ml of n-BuLi solution and stirred further for half an hour. Via a capillary hose, one equivalent of a lithium dibenzophospholide solution was added dropwise at 0° C. over a period of half an hour. The yellow-orange reaction mixture was stirred for another 2 hours at this temperature and subsequently evaporated to about 30 ml in an oil pump vacuum. At r...